From a dataset of the Open Reaction Database (ORD), a public repository of structured organic reaction records. describe an organic reaction: reactants, conditions, products, and yield Reaction SMILES: [C:26]([BH3-:27])#[N:28].[C:2]([CH3:3])([CH3:4])([CH3:5])[CH:6]1[CH2:7][CH2:8][C:9]2([CH2:10][CH:11]([CH2:14][CH2:15][NH2:16])[CH2:12][O:13]2)[CH2:17][CH2:18]1.[CH3:30][OH:31].[ClH:1].[Na+:29].[O:19]=[C:20]1[CH2:21][CH2:22][CH2:23][CH2:24][CH2:25]1>>[C:2]([CH3:3])([CH3:4])([CH3:5])[CH:6]1[CH2:7][CH2:8][C:9]2([CH2:10][CH:11]([CH2:14][CH2:15][NH:16][CH:20]3[CH2:21][CH2:22][CH2:23][CH2:24][CH2:25]3)[CH2:12][O:13]2)[CH2:17][CH2:18]1. Yields the product CC(C)(C)C1CCC2(CC1)CC(CCNC1CCCCC1)CO2. The reactants are [BH3-]C#N, CC(C)(C)C1CCC2(CC1)CC(CCN)CO2, CO, Cl, [Na+], O=C1CCCCC1. Starting materials: NC1=CC=C(C=C1)N1C2=C(NC(CC1=O)=O)C1=CC=CC=C1C=C2 (5-(4-aminophenyl)-1H-naphtho[1,2-b][1,4]diazepine-2,4(3H,5H)-dione), IC1=C(C(=O)NCCN2C3=C(NC(CC2=O)=O)C2=CC=CC=C2C=C3)C=CC=C1 (5-[2-(2-Iodobenzoyl)aminoethyl]-1H-naphtho[1,2-b][1,4]diazepine-2,4(3H,5H)-dione), IC1=CC(=C(C(=O)Cl)C=C1)OC (4-iodo-2-methoxybenzoyl chloride). The product is IC1=CC(=C(C(=O)NC2=CC=C(C=C2)N2C3=C(NC(CC2=O)=O)C2=CC=CC=C2C=C3)C=C1)OC (5-[4-(4-Iodo-2-methoxybenzoylamino)phenyl]-1H-naphtho[1,2-b][1,4]diazepine-2,4(3H,5H)-dione). Yield: 93.0%. RXN SMILES: [NH2:1][C:2]1[CH:7]=[CH:6][C:5]([N:8]2[C:14](=[O:15])[CH2:13][C:12](=[O:16])[NH:11][C:10]3[C:17]4[C:22]([CH:23]=[CH:24][C:9]2=3)=[CH:21][CH:20]=[CH:19][CH:18]=4)=[CH:4][CH:3]=1.[I:25][C:26]1[CH:34]=[CH:33][C:29]([C:30](Cl)=[O:31])=[C:28]([O:35][CH3:36])[CH:27]=1.IC1C=CC=CC=1C(NCCN1C(=O)CC(=O)NC2C3C(C=CC1=2)=CC=CC=3)=O>>[I:25][C:26]1[CH:34]=[CH:33][C:29]([C:30]([NH:1][C:2]2[CH:7]=[CH:6][C:5]([N:8]3[C:14](=[O:15])[CH2:13][C:12](=[O:16])[NH:11][C:10]4[C:17]5[C:22]([CH:23]=[CH:24][C:9]3=4)=[CH:21][CH:20]=[CH:19][CH:18]=5)=[CH:4][CH:3]=2)=[O:31])=[C:28]([O:35][CH3:36])[CH:27]=1. Reported procedure: By using 5-(4-aminophenyl)-1H-naphtho[1,2-b][1,4]diazepine-2,4(3H,5H)-dione obtained in Example 1, (3), and 4-iodo-2-methoxybenzoyl chloride, the title compound (yield 93%) was obtained in the same manner as that of Example 1, (4). Starting materials: CCN(CC)CC#CC(C)(C)N, CC(C)=O, [I-], [Na+], ClC1C=CC(c2ccccc2)(c2ccccc2)C1. Product: CCN(CC)CC#CC(C)(C)NC1C=CC(c2ccccc2)(c2ccccc2)C1. Reaction SMILES: [CH2:19]([CH3:20])[N:21]([CH2:22][C:23]#[C:24][C:25]([CH3:26])([CH3:27])[NH2:28])[CH2:29][CH3:30].[CH3:33][C:34](=[O:35])[CH3:36].[I-:32].[Na+:31].[c:1]1([C:7]2([c:13]3[cH:14][cH:15][cH:16][cH:17][cH:18]3)[CH:8]=[CH:9][CH:10]([Cl:12])[CH2:11]2)[cH:2][cH:3][cH:4][cH:5][cH:6]1>>[c:1]1([C:7]2([c:13]3[cH:14][cH:15][cH:16][cH:17][cH:18]3)[CH:8]=[CH:9][CH:10]([NH:28][C:25]([C:24]#[C:23][CH2:22][N:21]([CH2:19][CH3:20])[CH2:29][CH3:30])([CH3:26])[CH3:27])[CH2:11]2)[cH:2][cH:3][cH:4][cH:5][cH:6]1. Starting materials: COC=1C(=C(CC2C(=CCCC2)C=2OC(=C(N2)C2=CC=CC=C2)C2=CC=CC=C2)C=CC1)C (2-[1-(3-methoxy-2-methylbenzyl)-2-cyclohexen-2-yl]-4,5-diphenyloxazole), B(Br)(Br)Br (boron tribromide), O (water). The solvent is C(Cl)Cl (CH2Cl2). Run at temperature 5 celsius, time 1 hour. The product is C1(=CC=CC=C1)C=1N=C(OC1C1=CC=CC=C1)C=1C(CCCC1)CC=1C(=C(C=CC1)O)C (3-{[2-(4,5-diphenyloxazol-2-yl)-2-cyclohexen-1-yl]methyl}-2-methylphenol). Yield: 80.5%. As a reaction SMILES: C[O:2][C:3]1[C:4]([CH3:33])=[C:5]([CH:30]=[CH:31][CH:32]=1)[CH2:6][CH:7]1[CH2:12][CH2:11][CH2:10][CH:9]=[C:8]1[C:13]1[O:14][C:15]([C:24]2[CH:29]=[CH:28][CH:27]=[CH:26][CH:25]=2)=[C:16]([C:18]2[CH:23]=[CH:22][CH:21]=[CH:20][CH:19]=2)[N:17]=1.B(Br)(Br)Br.O>C(Cl)Cl>[C:18]1([C:16]2[N:17]=[C:13]([C:8]3[CH:7]([CH2:6][C:5]4[C:4]([CH3:33])=[C:3]([OH:2])[CH:32]=[CH:31][CH:30]=4)[CH2:12][CH2:11][CH2:10][CH:9]=3)[O:14][C:15]=2[C:24]2[CH:29]=[CH:28][CH:27]=[CH:26][CH:25]=2)[CH:19]=[CH:20][CH:21]=[CH:22][CH:23]=1. Procedure: To a solution of 2-[1-(3-methoxy-2-methylbenzyl)-2-cyclohexen-2-yl]-4,5-diphenyloxazole (1.16 g) in CH2Cl2 (25 ml) was added boron tribromide (1M solution in CH2Cl2, 5.32 ml) at −60° C. and the mixture was warmed to 5° C. After stirring for 1 hour at the same temperature, the reaction mixture was stirred for further 1 hour at room temperature. To the mixture was added water under ice-cooling, extracted with EtOAc. The organic layer was washed with water, saturated sodium hydrogen carbonate, wate...